Dataset: the Open Reaction Database (ORD), a public repository of structured organic reaction records. Task: describe an organic reaction: reactants, conditions, products, and yield Reactants: ClC1=C2C(=NC=C1F)N(C=C2I)COCC[Si](C)(C)C (4-chloro-5-fluoro-3-iodo-1-((2-(trimethylsilyl)ethoxy)methyl)-1H-pyrrolo[2,3-b]pyridine), CN(C=O)C (N,N-dimethylformamide). Reagents/catalysts: [C-]#N.[Zn+2].[C-]#N (zinc cyanide), C1(=CC=CC=C1)P([C-]1C=CC=C1)C1=CC=CC=C1.[C-]1(C=CC=C1)P(C1=CC=CC=C1)C1=CC=CC=C1.[Fe+2] (1,1′-bis(diphenylphosphino)ferrocene), C=1C=CC(=CC1)/C=C/C(=O)/C=C/C2=CC=CC=C2.C=1C=CC(=CC1)/C=C/C(=O)/C=C/C2=CC=CC=C2.C=1C=CC(=CC1)/C=C/C(=O)/C=C/C2=CC=CC=C2.[Pd].[Pd] (tris(dibenzylideneacetone)dipalladium(0)). The solvent is O (water). Reaction conditions: temperature 80 celsius. Yields the product ClC1=C2C(=NC=C1F)N(C=C2C#N)COCC[Si](C)(C)C (4-chloro-5-fluoro-1-((2-(trimethylsilyl)ethoxy)methyl)-1H-pyrrolo[2,3-b]pyridine-3-carbonitrile). As a reaction SMILES: [Cl:1][C:2]1[C:7]([F:8])=[CH:6][N:5]=[C:4]2[N:9]([CH2:13][O:14][CH2:15][CH2:16][Si:17]([CH3:20])([CH3:19])[CH3:18])[CH:10]=[C:11](I)[C:3]=12.[CH3:21][N:22](C)C=O>O.[C-]#N.[Zn+2].[C-]#N.C1(P(C2C=CC=CC=2)[C-]2C=CC=C2)C=CC=CC=1.[C-]1(P(C2C=CC=CC=2)C2C=CC=CC=2)C=CC=C1.[Fe+2].C1C=CC(/C=C/C(/C=C/C2C=CC=CC=2)=O)=CC=1.C1C=CC(/C=C/C(/C=C/C2C=CC=CC=2)=O)=CC=1.C1C=CC(/C=C/C(/C=C/C2C=CC=CC=2)=O)=CC=1.[Pd].[Pd]>[Cl:1][C:2]1[C:7]([F:8])=[CH:6][N:5]=[C:4]2[N:9]([CH2:13][O:14][CH2:15][CH2:16][Si:17]([CH3:20])([CH3:19])[CH3:18])[CH:10]=[C:11]([C:21]#[N:22])[C:3]=12 |f:3.4.5,6.7.8,9.10.11.12.13|. Reported procedure: A mixture of Example 263B (2.5 g, 5.86 mmol), zinc cyanide (0.8 g, 7.0 mmol), 1,1′-bis(diphenylphosphino)ferrocene (0.4 g, 0.7 mmol) and tris(dibenzylideneacetone)dipalladium(0) (0.27 g, 0.3 mmol) in N,N-dimethylformamide (50 mL) and water (0.5 mL) was flushed with nitrogen and heated at 80° C. overnight. The reaction was quenched with brine and extracted with ethyl acetate (twice). The organic phase was concentrated and purified by flash chromatography (silica gel, 30% ethyl acetate in hexane) ... Reactants: CO (methanol), Cl (hydrochloric acid), Cl.ClC=1C=C(CNC(=N)NC(=N)NCCCCCCCC)C=CC1Cl (N1-(3′,4′-dichlorobenzyl)-N5-octyl-biguanide hydrochloride), CC(=O)C (acetone). Product: Cl.C(CCCCCCC)NC=1NC(=NC(N1)(C)C)NCC1=CC(=C(C=C1)Cl)Cl (4-Octylamino-2-(3′,4′-dichlorobenzylamino)-3,6-dihydro-6,6-dimethyl-1,3,5-triazine hydrochloride). RXN SMILES: CO.Cl.Cl.[Cl:5][C:6]1[CH:7]=[C:8]([CH:25]=[CH:26][C:27]=1[Cl:28])[CH2:9][NH:10][C:11]([NH:13][C:14]([NH:16][CH2:17][CH2:18][CH2:19][CH2:20][CH2:21][CH2:22][CH2:23][CH3:24])=[NH:15])=[NH:12].[CH3:29][C:30]([CH3:32])=O>>[ClH:5].[CH2:17]([NH:16][C:14]1[NH:13][C:11]([NH:10][CH2:9][C:8]2[CH:25]=[CH:26][C:27]([Cl:28])=[C:6]([Cl:5])[CH:7]=2)=[N:12][C:30]([CH3:32])([CH3:29])[N:15]=1)[CH2:18][CH2:19][CH2:20][CH2:21][CH2:22][CH2:23][CH3:24] |f:2.3,5.6|. Reported procedure: 25 ml of methanol, 40 ml of acetone and 0.1 ml of concentrated hydrochloric acid were added to 1.8 g (4.4 mmol) of N1-(3′,4′-dichlorobenzyl)-N5-octyl-biguanide hydrochloride, and the mixture was refluxed for 24 hours. The solvent was distilled of f under reduced pressure, and the residue was dissolved in 80% aqueous acetonitrile. The solvent was distilled off under reduced pressure, and the residue was purified by silica gel column chromatography to obtain 0.5 g of a colorless resinous solid (1)... Reactants: [Cr](=O)(=O)(O)O (Chromic acid), FC1=C2CC(N=C(C2=CC=C1)C=1C=NC2=CC=CC=C2C1)(C)C (3-(5-fluoro-3,3-dimethyl-3,4-dihydroisoquinolin-1-yl)quinoline), S(=O)([O-])[O-].[Na+].[Na+] (sodium sulfite), C(O)([O-])=O.[Na+] (sodium hydrogencarbonate). Solvent: C(C)(=O)O (acetic acid), O (water). Run at time 30 minute. Yields the product FC1=C2C(C(N=C(C2=CC=C1)C=1C=NC2=CC=CC=C2C1)(C)C)=O (3-(5-fluoro-4-keto-3,3-dimethyl-3,4-dihydroisoquinolin-1-yl)quinoline). The yield is 6.0%. RXN SMILES: [Cr](O)(O)(=O)=O.[F:6][C:7]1[CH:16]=[CH:15][CH:14]=[C:13]2[C:8]=1[CH2:9][C:10]([CH3:28])([CH3:27])[N:11]=[C:12]2[C:17]1[CH:18]=[N:19][C:20]2[C:25]([CH:26]=1)=[CH:24][CH:23]=[CH:22][CH:21]=2.S([O-])([O-])=[O:30].[Na+].[Na+].C(=O)([O-])O.[Na+]>O.C(O)(=O)C>[F:6][C:7]1[CH:16]=[CH:15][CH:14]=[C:13]2[C:8]=1[C:9](=[O:30])[C:10]([CH3:28])([CH3:27])[N:11]=[C:12]2[C:17]1[CH:18]=[N:19][C:20]2[C:25]([CH:26]=1)=[CH:24][CH:23]=[CH:22][CH:21]=2 |f:2.3.4,5.6|. Procedure: Chromic acid (4.9 g) was added to an acetic acid (50 mL) solution of 3-(5-fluoro-3,3-dimethyl-3,4-dihydroisoquinolin-1-yl)quinoline (5.0 g, 16.4 mmol), followed by heating and refluxing for 14 hours, pouring water, aqueous sodium sulfite solution and aqueous sodium hydrogencarbonate solution. After stirring for 30 minutes, extracting with ethyl acetate, and applying the resulting residue to chromatography to obtain 0.3 g (yield 6%) of the target compound. Reactants: O=C([O-])[O-], Cc1c(SCCNCc2ccccc2)ccnc1CSc1nc2ccccc2[nH]1, CN(C)C=O, COC(=O)CCl, [K+], [K+]. Product: COC(=O)CN(CCSc1ccnc(CSc2nc3ccccc3[nH]2)c1C)Cc1ccccc1. RXN SMILES: [C:36](=[O:37])([O-:38])[O-:39].[CH3:1][c:2]1[c:3]([CH2:19][S:20][c:21]2[n:22][c:23]3[c:24]([nH:25]2)[cH:26][cH:27][cH:28][cH:29]3)[n:4][cH:5][cH:6][c:7]1[S:8][CH2:9][CH2:10][NH:11][CH2:12][c:13]1[cH:14][cH:15][cH:16][cH:17][cH:18]1.[CH3:42][N:43]([CH3:44])[CH:45]=[O:46].[Cl:30][CH2:31][C:32](=[O:33])[O:34][CH3:35].[K+:40].[K+:41]>>[CH3:1][c:2]1[c:3]([CH2:19][S:20][c:21]2[nH:22][c:23]3[c:24]([n:25]2)[cH:26][cH:27][cH:28][cH:29]3)[n:4][cH:5][cH:6][c:7]1[S:8][CH2:9][CH2:10][N:11]([CH2:12][c:13]1[cH:14][cH:15][cH:16][cH:17][cH:18]1)[CH2:31][C:32](=[O:33])[O:34][CH3:35]. Starting materials: N1=CC=NC2=CC=CC=C12 (quinoxaline), COP(OC)OC (trimethylphosphite), C1(=CC=CC=C1)C (toluene). Yields the product COP(OC)(=O)CC=1C(=NC2=CC=CC=C2N1)CP(OC)(OC)=O ([2,3-quinoxalindiyl]bis(methylene) bisphosphonic acid tetramethyl ester). As a reaction SMILES: [N:1]1[C:10]2[C:5](=[CH:6]C=C[CH:9]=2)[N:4]=CC=1.C[O:12][P:13]([O:16][CH3:17])[O:14][CH3:15].[C:18]1(C)[CH:23]=[CH:22][CH:21]=[CH:20][CH:19]=1>>[CH3:15][O:14][P:13]([CH2:6][C:5]1[C:10]([CH2:9][P:13](=[O:12])([O:16][CH3:17])[O:14][CH3:15])=[N:1][C:18]2[C:19]([N:4]=1)=[CH:20][CH:21]=[CH:22][CH:23]=2)(=[O:12])[O:16][CH3:17]. Procedure: This known compound is prepared by making a solution of quinoxaline (3.16 g, 10 mmol) in hot toluene (20 ml) and treating with trimethylphosphite (2.73 g, 22 mmol). The mixture is heated at reflux temperature for 24 hours. The cooled solution deposits [2,3-quinoxalindiyl]bis(methylene) bisphosphonic acid tetramethyl ester (2.70 g, m.p. 113°-114° C.) after recrystallization from toluene. V.A. Arbuzov et al. Izvest Acad. Nauk SSSR, 1961, 1016; 1954, E 868; (Chem Abstracts (CA) 55:27352b; CA 49:132... Starting materials: ester, C1(=CC=CC2=CC=CC=C12)OCC(=O)OCC (Ethyl (1-naphthyloxy)-acetate), C([O-])([O-])=O.[K+].[K+] (potassium carbonate), O (water). Solvent: C(C)O (ethanol). The product is O1C=C(C=C1)C(=O)C1=CC=C(C2=CC=CC=C12)OCC(=O)O ([4-(3-Furoyl)-1-naphthlyloxy]-acetic acid). RXN SMILES: [C:1]1([O:11][CH2:12][C:13]([O:15]CC)=[O:14])[C:10]2[C:5](=[CH:6][CH:7]=[CH:8][CH:9]=2)[CH:4]=[CH:3][CH:2]=1.[C:18](=[O:21])([O-])[O-].[K+].[K+].[OH2:24]>C(O)C>[O:24]1[CH:3]=[CH:2][C:1]([C:18]([C:4]2[C:5]3[C:10](=[CH:9][CH:8]=[CH:7][CH:6]=3)[C:1]([O:11][CH2:12][C:13]([OH:15])=[O:14])=[CH:2][CH:3]=2)=[O:21])=[CH:10]1 |f:1.2.3|. Procedure details: 15 g of the ester obtained according to (a) are dissolved in 300 ml ethanol; after addition of 7.6 g potassium carbonate in solution in 25 ml water, the mixture is refluxed for 17 hours and the alcohol removed under reduced pressure. The residue is purified by dissolution in water; the final product is extracted from the aqueous phase after acidification. 12 g of the acid which, after recrystallisation from dichloroethane, melts at 177° C. are obtained. The reactants are BrC=1C=C(C(N(C1)C)=O)NC1=NN(C(=C1)COC)C (5-bromo-3-(5-(methoxymethyl)-1-methyl-1H-pyrazol-3-ylamino)-1-methylpyridin-2(1H)-one), CC1(C2=C(C(=CC=C2)P(C3=CC=CC=C3)C4=CC=CC=C4)OC5=C(C=CC=C51)P(C6=CC=CC=C6)C7=CC=CC=C7)C (XantPhos), BrC=1C(N(N=C(C1)Cl)C)=O (4-Bromo-6-chloro-2-methylpyridazin-3(2H)-one), C(=O)([O-])[O-].[Cs+].[Cs+] (Cs2CO3). Reagents/catalysts: C=1C=CC(=CC1)/C=C/C(=O)/C=C/C2=CC=CC=C2.C=1C=CC(=CC1)/C=C/C(=O)/C=C/C2=CC=CC=C2.C=1C=CC(=CC1)/C=C/C(=O)/C=C/C2=CC=CC=C2.[Pd].[Pd] (Pd2 dba3). Solvent: O1CCOCC1 (1,4-dioxane). Product: ClC=1C=C(C(N(N1)C)=O)NC1=NN(C(=C1)COC)C (6-Chloro-4-(5-(methoxymethyl)-1-methyl-1H-pyrazol-3-ylamino)-2-methylpyridazin-3(2H)-one). Isolated yield 93.5%. As a reaction SMILES: BrC1C=C([NH:10][C:11]2[CH:15]=[C:14]([CH2:16][O:17][CH3:18])[N:13]([CH3:19])[N:12]=2)C(=O)N(C)C=1.CC1(C)C2C(=C(P(C3C=CC=CC=3)C3C=CC=CC=3)C=CC=2)OC2C(P(C3C=CC=CC=3)C3C=CC=CC=3)=CC=CC1=2.Br[C:63]1[C:64](=[O:71])[N:65]([CH3:70])[N:66]=[C:67]([Cl:69])[CH:68]=1.C([O-])([O-])=O.[Cs+].[Cs+]>O1CCOCC1.C1C=CC(/C=C/C(/C=C/C2C=CC=CC=2)=O)=CC=1.C1C=CC(/C=C/C(/C=C/C2C=CC=CC=2)=O)=CC=1.C1C=CC(/C=C/C(/C=C/C2C=CC=CC=2)=O)=CC=1.[Pd].[Pd]>[Cl:69][C:67]1[CH:68]=[C:63]([NH:10][C:11]2[CH:15]=[C:14]([CH2:16][O:17][CH3:18])[N:13]([CH3:19])[N:12]=2)[C:64](=[O:71])[N:65]([CH3:70])[N:66]=1 |f:3.4.5,7.8.9.10.11|. Reported procedure: A mixture of 5-(methoxymethyl)-1-methyl-1H-pyrazol-3-amine 176b (600 mg, 4.26 mmol), XantPhos (300 mg, 0.51 mmol), Pd2 dba3 (310 mg, 0.34 mmol), 4-bromo-6-chloro-2-methylpyridazin-3(2H)-one (103e) (1.22 g, 5.53 mmol) and Cs2CO3 (4.2 g. 12.8 mmol) in 1,4-dioxane (40 mL) was heated at reflux for 2 h. After the completion of the reaction, the mixture was filtered off and washed with methanol (100 mL). The filtrate was evaporated in vacuo and the residue was purified on reverse phase Combi-flash to ...